Dataset: the Open Reaction Database (ORD), a public repository of structured organic reaction records. Task: describe an organic reaction: reactants, conditions, products, and yield Reactants: NC1=NC=C(C=C1C1=CC(=C(C(=O)N[C@H](CO)C2=CC(=CC=C2)Cl)C=C1)F)[C@@H]1CN[C@@H](C1)CO (4-(2-amino-5-((3R,5S)-5-(hydroxymethyl)pyrrolidin-3-yl)pyridin-3-yl)-N—((S)-1-(3-chlorophenyl)-2-hydroxyethyl)-2-fluorobenzamide), CCN(C(C)C)C(C)C (DIEA), C(=O)(N1C=NC=C1)N1C=NC=C1 (carbonyldiimidazole). Run in C(C)#N (acetonitrile). Run at time 1 hour. Product: NC1=NC=C(C=C1C1=CC(=C(C(=O)N[C@H](CO)C2=CC(=CC=C2)Cl)C=C1)F)[C@H]1C[C@@H]2N(C(OC2)=O)C1 (4-(2-amino-5-((6R,7aS)-3-oxohexahydropyrrolo[1,2-c]oxazol-6-yl)pyridin-3-yl)-N—((S)-1-(3-chlorophenyl)-2-hydroxyethyl)-2-fluorobenzamide). The yield is 9.5%. As a reaction SMILES: [NH2:1][C:2]1[C:7]([C:8]2[CH:26]=[CH:25][C:11]([C:12]([NH:14][C@@H:15]([C:18]3[CH:23]=[CH:22][CH:21]=[C:20]([Cl:24])[CH:19]=3)[CH2:16][OH:17])=[O:13])=[C:10]([F:27])[CH:9]=2)=[CH:6][C:5]([C@H:28]2[CH2:32][C@@H:31]([CH2:33][OH:34])[NH:30][CH2:29]2)=[CH:4][N:3]=1.CCN(C(C)C)C(C)C.[C:44](N1C=CN=C1)(N1C=CN=C1)=[O:45]>C(#N)C>[NH2:1][C:2]1[C:7]([C:8]2[CH:26]=[CH:25][C:11]([C:12]([NH:14][C@@H:15]([C:18]3[CH:23]=[CH:22][CH:21]=[C:20]([Cl:24])[CH:19]=3)[CH2:16][OH:17])=[O:13])=[C:10]([F:27])[CH:9]=2)=[CH:6][C:5]([C@@H:28]2[CH2:29][N:30]3[C:44](=[O:45])[O:34][CH2:33][C@@H:31]3[CH2:32]2)=[CH:4][N:3]=1. Reported procedure: A solution of 4-(2-amino-5-((3R,5S)-5-(hydroxymethyl)pyrrolidin-3-yl)pyridin-3-yl)-N—((S)-1-(3-chlorophenyl)-2-hydroxyethyl)-2-fluorobenzamide (20 mg, 0.041 mmol) (Example 7) and DIEA (72 μL, 0.412 mmol) in acetonitrile (0.5 mL) was treated with carbonyldiimidazole (8.0 mg, 0.049 mmol). After 1 h, the starting material was completely consumed. The reaction mixture was quenched with 1.0 N aqueous NaOH solution (1.0 mL) and the mixture was stirred vigorously for 5 min, then, diluted with DCM (10 m... The reactants are 19.5, O=C1N(CC(N1CCC)=O)C1=CC=C(C=C1)NC(C)=O (N-[4-(2,4-dioxo-3-propyl-1-imidazolidinyl)phenyl]acetamide), Cl (hydrochloric acid). Yields the product 15, NC1=CC=C(C=C1)N1C(N(C(C1)=O)CCC)=O (1-(4-aminophenyl)-3-propyl-2,4-imidazolidinedione). The yield is 90.0%. RXN SMILES: [O:1]=[C:2]1[N:6]([CH2:7][CH2:8][CH3:9])[C:5](=[O:10])[CH2:4][N:3]1[C:11]1[CH:16]=[CH:15][C:14]([NH:17]C(=O)C)=[CH:13][CH:12]=1.Cl>>[NH2:17][C:14]1[CH:13]=[CH:12][C:11]([N:3]2[CH2:4][C:5](=[O:10])[N:6]([CH2:7][CH2:8][CH3:9])[C:2]2=[O:1])=[CH:16][CH:15]=1. Reported procedure: A mixture of 19.5 parts of N-[4-(2,4-dioxo-3-propyl-1-imidazolidinyl)phenyl]acetamide and 480 parts of concentrate hydrochloric acid was stirred and refluxed for 5 hours. The reaction mixture was cooled, and precipitated product was filtered off and dissolved in a mixture of methanol and water. The solution was neutralized with a sodium hydrogen carbonate solution and the product was extracted with trichloromethane. The extract was dried, filtered and evaporated, yielding 15 parts (90%) of 1-(4-... Reactants: C(C)(=O)C=1NS(C2=C(N(C=3C=CC=CC23)C)C1O)(=O)=O (3-acetyl-2,5-dihydro-4-hydroxy-5-methyl-1,2-thiazino[5,6-b]indole-1,1-dioxide). Reagents/catalysts: C1(=CC=C(C=C1)S(=O)(=O)O)C (p-toluenesulfonic acid). The solvent is C(CO)O (ethyleneglycol), C1=CC=CC=C1 (benzene). Yields the product ethylene ketal, CN1C2=C(C=3C=CC=CC13)S(NCC2=O)(=O)=O (2,5-dihydro-5-methyl-1,2-thiazino[5,6-b]indole-4(3H)-one-1,1-dioxide). As a reaction SMILES: C([C:4]1[NH:5][S:6](=[O:20])(=[O:19])[C:7]2[C:15]3[CH:14]=[CH:13][CH:12]=[CH:11][C:10]=3[N:9]([CH3:16])[C:8]=2[C:17]=1[OH:18])(=O)C>C(O)CO.C1C=CC=CC=1.C1(C)C=CC(S(O)(=O)=O)=CC=1>[CH3:16][N:9]1[C:10]2[CH:11]=[CH:12][CH:13]=[CH:14][C:15]=2[C:7]2[S:6](=[O:20])(=[O:19])[NH:5][CH2:4][C:17](=[O:18])[C:8]1=2. Procedure: The acetyl derivates of the formula XII are treated in the presence of an acid and under anhydrous conditions with ethyleneglycol and form the ketals of the formula ##STR13## wherein R2 and Y have the meanings defined above. For example, 3-acetyl-2,5-dihydro-4-hydroxy-5-methyl-1,2-thiazino[5,6-b]indole-1,1-dioxide is refluxed with ethyleneglycol in benzene as a solvent and in the presence of p-toluenesulfonic acid as a catalyst for 5 days, which yields the ethylene ketal of 2,5-dihydro-5-methyl-... Starting materials: C(C)(C)N(CC)C(C)C (diisopropylethylamine), S(=O)(Cl)Cl (Thionyl chloride), C12C(C3CC(CC(C1)C3)C2)CC(=O)O (adamant-2-yl acetic acid), NN1C(=NC2=CC=CC=C2C1=O)C(C)C (3-amino-2-isopropyl-4(3H)-quinazolinone). Run at temperature 80 celsius, time 18 hour. The product is C12C(C3CC(CC(C1)C3)C2)CC(=O)NN2C(=NC3=CC=CC=C3C2=O)C(C)C (2-(2-adamantyl)-N-(2-isopropyl-4-oxoquinazolin-3(4H)-yl)acetamide). Yield: 21.7%. As a reaction SMILES: S(Cl)(Cl)=O.[CH:5]12[CH2:14][CH:9]3[CH2:10][CH:11]([CH2:13][CH:7]([CH2:8]3)[CH:6]1[CH2:15][C:16](O)=[O:17])[CH2:12]2.[NH2:19][N:20]1[C:29](=[O:30])[C:28]2[C:23](=[CH:24][CH:25]=[CH:26][CH:27]=2)[N:22]=[C:21]1[CH:31]([CH3:33])[CH3:32].C(N(C(C)C)CC)(C)C>>[CH:5]12[CH2:14][CH:9]3[CH2:10][CH:11]([CH2:13][CH:7]([CH2:8]3)[CH:6]1[CH2:15][C:16]([NH:19][N:20]1[C:29](=[O:30])[C:28]3[C:23](=[CH:24][CH:25]=[CH:26][CH:27]=3)[N:22]=[C:21]1[CH:31]([CH3:33])[CH3:32])=[O:17])[CH2:12]2. Procedure details: Thionyl chloride (1.72 mL, 23.5 mmol) was added to adamant-2-yl acetic acid (241 mg, 1.24 mmol, prepared as described in J. Med. Chem, (2007), 50(1), 149-164) in a 25 mL round-bottom flask with stir bar. The resulting solution was heated at 80° C. for 1 hour, and then concentrated under vacuum. The residue was taken up in CH2Cl2 (3 mL) and concentrated under vacuum. This process was repeated twice more to ensure removal of excess thionyl chloride. The residue was taken up in fresh CH2Cl2 (2 mL) ...